From a dataset of the Open Reaction Database (ORD), a public repository of structured organic reaction records. describe an organic reaction: reactants, conditions, products, and yield The reactants are O=C1CCC(=O)N1Br, Cc1c(Br)cc(Br)nc1-c1ccc(F)cc1F, O=C(OOC(=O)c1ccccc1)c1ccccc1, ClC(Cl)(Cl)Cl. Product: Fc1ccc(-c2nc(Br)cc(Br)c2CBr)c(F)c1. As a reaction SMILES: [Br:18][N:19]1[C:20](=[O:21])[CH2:22][CH2:23][C:24]1=[O:25].[Br:1][c:2]1[c:3]([CH3:17])[c:4](-[c:9]2[c:10]([F:16])[cH:11][c:12]([F:15])[cH:13][cH:14]2)[n:5][c:6]([Br:8])[cH:7]1.[C:26]([O:27][O:28][C:29](=[O:30])[c:31]1[cH:32][cH:33][cH:34][cH:35][cH:36]1)(=[O:37])[c:38]1[cH:39][cH:40][cH:41][cH:42][cH:43]1.[Cl:44][C:45]([Cl:46])([Cl:47])[Cl:48]>>[Br:1][c:2]1[c:3]([CH2:17][Br:18])[c:4](-[c:9]2[c:10]([F:16])[cH:11][c:12]([F:15])[cH:13][cH:14]2)[n:5][c:6]([Br:8])[cH:7]1.